From a dataset of the Open Reaction Database (ORD), a public repository of structured organic reaction records. describe an organic reaction: reactants, conditions, products, and yield Starting materials: CN1CC[C@@]23C=C[C@@H](C[C@@H]2OC=4C3=C(C=CC4OC)C1)O (galanthamine), Br (hydrobromic acid). The solvent is C(C)O (ethanol). Reaction conditions: temperature 0 celsius, time 4 hour. Product: CN1CC[C@@]23C=C[C@@H](C[C@@H]2OC4=C(C=CC(=C34)C1)OC)O.Br (galanthamine hydrobromide). RXN SMILES: [CH3:1][N:2]1[CH2:20][C:14]2[CH:15]=[CH:16][C:17]([O:18][CH3:19])=[C:12]3[C:13]=2[C@:5]2([C@@H:10]([O:11]3)[CH2:9][C@@H:8]([OH:21])[CH:7]=[CH:6]2)[CH2:4][CH2:3]1.[BrH:22]>C(O)C>[CH3:1][N:2]1[CH2:20][C:14]2=[C:13]3[C:12](=[C:17]([O:18][CH3:19])[CH:16]=[CH:15]2)[O:11][C@@H:10]2[C@:5]3([CH:6]=[CH:7][C@H:8]([OH:21])[CH2:9]2)[CH2:4][CH2:3]1.[BrH:22] |f:3.4|. Reported procedure: Total alkaloids (3.5 kg) containing 40% galanthamine, obtained according to example 1, are dissolved in 20 l of 95% ethanol. The solution is cooled to 0° C. and added under stirring with 2.1 l of 48% aqueous hydrobromic acid, keeping the temperature during the addition between 0 and 5° C. The mixture is left under stirring at room temperature for four hours, the product is recovered by filtration, washed with 95% ethanol and dried under vacuum at 60° C. 2.22 kg of galanthamine hydrobromide havin... Reactants: C-4. 8-Ethyl-2-(4-hydroxyphenyl)pyrido[2,3-d]pyrimidin-5(8H)-one, C(C)N1C=CC(C2=C1N=C(N=C2)C2=CC=C(C=C2)OC)=O (8-ethyl-2-(4-methoxyphenyl)pyrido[2,3-d]pyrimidin-5(8H)-one), [I-].[Li+] (lithium iodide), N1=C(C=C(C=C1C)C)C (collidine). Reagents/catalysts: dicyclohexyl-12-crown-4. Run in CCCCCC (n-hexane). Run at time 24 hour. The product is C(C)N1C=CC(C2=C1N=C(N=C2)C2=CC=C(C=C2)O)=O (8-ethyl-2-(4-hydroxyphenyl)pyrido[2,3-d]pyrimidin-5(8H)-one). The yield is 81.1%. RXN SMILES: [CH2:1]([N:3]1[C:8]2[N:9]=[C:10]([C:13]3[CH:18]=[CH:17][C:16]([O:19]C)=[CH:15][CH:14]=3)[N:11]=[CH:12][C:7]=2[C:6](=[O:21])[CH:5]=[CH:4]1)[CH3:2].[I-].[Li+].N1C(C)=CC(C)=CC=1C>CCCCCC>[CH2:1]([N:3]1[C:8]2[N:9]=[C:10]([C:13]3[CH:18]=[CH:17][C:16]([OH:19])=[CH:15][CH:14]=3)[N:11]=[CH:12][C:7]=2[C:6](=[O:21])[CH:5]=[CH:4]1)[CH3:2] |f:1.2|. Procedure details: C-4. 8-Ethyl-2-(4-hydroxyphenyl)pyrido[2,3-d]pyrimidin-5(8H)-one--A mixture containing 2.4 g of 8-ethyl-2-(4-methoxyphenyl)pyrido[2,3-d]pyrimidin-5(8H)-one, 8.1 g of anhydrous lithium iodide, 125 ml of collidine and one drop of dicyclohexyl-12-crown-4 was refluxed with stirring for 24 hours and then allowed to cool to room temperature. The reaction mixture was diluted with n-hexane (900 ml) to complete the precipitation of the product. The oily material that separated solidified on standing at r... The reactants are CC(C)(C)OC(=O)N1CC(O[Si](C)(C)C(C)(C)C)CC1C=C[N+](=O)[O-], CO, CC#N, Fc1ccc2cc[nH]c2c1, [I-], [Na+]. Yields the product CC(C)(C)OC(=O)N1CC(O[Si](C)(C)C(C)(C)C)CC1C(C[N+](=O)[O-])c1c[nH]c2cc(F)ccc12. As a reaction SMILES: [C:13]([CH3:14])([CH3:15])([CH3:16])[O:17][C:18](=[O:19])[N:20]1[CH:21]([CH:33]=[CH:34][N+:35](=[O:36])[O-:37])[CH2:22][CH:23]([O:25][Si:26]([CH3:27])([CH3:28])[C:29]([CH3:30])([CH3:31])[CH3:32])[CH2:24]1.[CH3:38][OH:39].[CH3:40][C:41]#[N:42].[F:3][c:4]1[cH:5][cH:6][c:7]2[cH:8][cH:9][nH:10][c:11]2[cH:12]1.[I-:1].[Na+:2]>>[F:3][c:4]1[cH:5][cH:6][c:7]2[c:8]([CH:33]([CH:21]3[N:20]([C:18]([O:17][C:13]([CH3:14])([CH3:15])[CH3:16])=[O:19])[CH2:24][CH:23]([O:25][Si:26]([CH3:27])([CH3:28])[C:29]([CH3:30])([CH3:31])[CH3:32])[CH2:22]3)[CH2:34][N+:35](=[O:36])[O-:37])[cH:9][nH:10][c:11]2[cH:12]1. Reactants: CN(C)C=O (DMF), [H-].[Na+] (NaH), CI (methyl iodide), N1C(=CC2=CC=CC=C12)C(=O)OCC (ethyl indole-2-carboxylate). Run in hexanes. Reaction conditions: time 15 minute. The product is CN1C(=CC2=CC=CC=C12)CNC (1-methyl-2-(methylaminomethyl)-1H-indole). As a reaction SMILES: [H-].[Na+].[NH:3]1[C:11]2[C:6](=[CH:7][CH:8]=[CH:9][CH:10]=2)[CH:5]=[C:4]1[C:12](OCC)=O.[CH3:17]I.[CH3:19][N:20](C=O)C>>[CH3:17][N:3]1[C:11]2[C:6](=[CH:7][CH:8]=[CH:9][CH:10]=2)[CH:5]=[C:4]1[CH2:12][NH:20][CH3:19] |f:0.1|. Procedure details: NaH (60% dispersion in mineral oil, 8.02 g, 200.49 mmole) was washed with hexanes, then was suspended in dry DMF (530 mL). Solid ethyl indole-2-carboxylate (25.29 g, 133.66 mmole) was added portionwise over 5–10 min, allowing gas evolution to subside between additions. When the addition was complete, the yellow mixture was stirred for 15 min, then methyl iodide (42 mL, 668.3 mmole) was added all at once. The reaction was exothermic, and the internal temperature rose to 40–45° C. After 1 hr, the ... The reactants are BrC=1C=C2CCC(NC2=NC1)=O (6-bromo-3,4-dihydro-1H-1,8-naphthyridin-2-one), CCN(C(C)C)C(C)C ((i-Pr)2NEt), CN(C(C=C)=O)CC=1CC2=CC=CC=C2C1C (N-methyl-N-(3-methyl-1H-inden-2-ylmethyl)acrylamide). Reagents/catalysts: C(C)(=O)[O-].[Pd+2].C(C)(=O)[O-] (palladium acetate). Solvent: C(CC)#N (propionitrile). Run at time 18 hour. Yields the product CN(C(\C=C\C=1C=NC=2NC(CCC2C1)=O)=O)CC=1CC2=CC=CC=C2C1C ((E)-N-Methyl-N-(3-methyl-1H-inden-2-ylmethyl)-3-(7-oxo-5,6,7,8-tetrahydro-1,8-naphthyridin-3-yl)acrylamide). The yield is 38.3%. RXN SMILES: Br[C:2]1[CH:3]=[C:4]2[C:9](=[N:10][CH:11]=1)[NH:8][C:7](=[O:12])[CH2:6][CH2:5]2.[CH3:13][N:14]([CH2:19][C:20]1[CH2:21][C:22]2[C:27]([C:28]=1[CH3:29])=[CH:26][CH:25]=[CH:24][CH:23]=2)[C:15](=[O:18])[CH:16]=[CH2:17].CCN(C(C)C)C(C)C>C(#N)CC.C([O-])(=O)C.[Pd+2].C([O-])(=O)C>[CH3:13][N:14]([CH2:19][C:20]1[CH2:21][C:22]2[C:27]([C:28]=1[CH3:29])=[CH:26][CH:25]=[CH:24][CH:23]=2)[C:15](=[O:18])/[CH:16]=[CH:17]/[C:2]1[CH:11]=[N:10][C:9]2[NH:8][C:7](=[O:12])[CH2:6][CH2:5][C:4]=2[CH:3]=1 |f:4.5.6|. Reported procedure: A mixture of 6-bromo-3,4-dihydro-1H-1,8-naphthyridin-2-one (0.096 g, 0.42 mmole), from Preparation 15, and N-methyl-N-(3-methyl-1H-inden-2-ylmethyl)acrylamide (0.141 g, 0.62 mmole) in propionitrile (10 mL) was treated with (i-Pr)2NEt (0.15 mL, 0.08 mmole), palladium acetate (0.014 g, 0.062 mmole), and (o-tolyl)3P (0.025 g, 0.08 mmole), and the resulting mixture was heated at gentle reflux. After 18 hr, the reaction was cooled, filtered through celite®, and concentrated. Flash chromatography on s... Yields the product N1CCC(CC1)NC(=O)C=1NC2=CC=CC(=C2C1)C1=CC=C(C=C1)OC (4-(4-Methoxy-phenyl)-1H-indole-2-carboxylic acid piperidin-4-ylamide). Reaction SMILES: C([N:8]1[CH2:13][CH2:12][CH:11]([NH:14][C:15]([C:17]2[NH:18][C:19]3[C:24]([CH:25]=2)=[C:23]([C:26]2[CH:31]=[CH:30][C:29]([O:32][CH3:33])=[CH:28][CH:27]=2)[CH:22]=[CH:21][CH:20]=3)=[O:16])[CH2:10][CH2:9]1)C1C=CC=CC=1.Cl>CO.[Pd]>[NH:8]1[CH2:13][CH2:12][CH:11]([NH:14][C:15]([C:17]2[NH:18][C:19]3[C:24]([CH:25]=2)=[C:23]([C:26]2[CH:27]=[CH:28][C:29]([O:32][CH3:33])=[CH:30][CH:31]=2)[CH:22]=[CH:21][CH:20]=3)=[O:16])[CH2:10][CH2:9]1. Procedure details: 179 (4 g, 9.1 mmol) is dissolved in 100 ml of methanol, flushed with argon and, after addition of Pd—C (100 mg) and 2M HCl (5.5 ml, 11 mmol), the mixture is hydrogenated at room temperature for 3 h. The mixture is filtrated over celite and evaporated. Reactants: C(C1=CC=CC=C1)N1CCC(CC1)NC(=O)C=1NC2=CC=CC(=C2C1)C1=CC=C(C=C1)OC (4-(4-Methoxy-phenyl)-1H-indole-2-carboxylic acid (1-benzyl-piperidin-4-yl)-amide), Cl (HCl). Conditions: time 3 hour. Reagents/catalysts: [Pd] (Pd—C). Run in CO (methanol). Procedure: 70 mg (0.47 mmol) of 2-methyladenine was dissolved in a mixed solvent composed of DMF (15 ml) and water (5 ml). To this solution, 0.26 g (1.88 mmol) of potassium carbonate and 0.5 ml (about 2 mmol) of benzyl bromide were added and stirred at room temperature for 16 hr. After the solvent was removed by vacuum distillation, the residue was extracted with chloroform, dried over anhydrous magnesium sulfate and then concentrated. The resultant residue was purified by column chromatography (eluent:dic... Conditions: time 16 hour. Solvent: O (water). Yields the product C(C1=CC=CC=C1)N1C2=NC(=NC(=C2N=C1)N)C (9-benzyl-2-methyladenine). Reaction SMILES: [CH3:1][C:2]1[N:10]=[C:9]2[C:5]([NH:6][CH:7]=[N:8]2)=[C:4]([NH2:11])[N:3]=1.CN(C=O)C.C(=O)([O-])[O-].[K+].[K+].[CH2:23](Br)[C:24]1[CH:29]=[CH:28][CH:27]=[CH:26][CH:25]=1>O>[CH2:23]([N:8]1[CH:7]=[N:6][C:5]2[C:9]1=[N:10][C:2]([CH3:1])=[N:3][C:4]=2[NH2:11])[C:24]1[CH:29]=[CH:28][CH:27]=[CH:26][CH:25]=1 |f:2.3.4|. Starting materials: CC1=NC(=C2NC=NC2=N1)N (2-methyladenine), CN(C)C=O (DMF), C([O-])([O-])=O.[K+].[K+] (potassium carbonate), C(C1=CC=CC=C1)Br (benzyl bromide). The yield is 106.7%.